From a dataset of the Open Reaction Database (ORD), a public repository of structured organic reaction records. describe an organic reaction: reactants, conditions, products, and yield The reactants are NC1CCN(Cc2ccccc2)CC1, ClC(Cl)Cl, O=C(Cl)c1cccc2c1OCCO2. The product is O=C(NC1CCN(Cc2ccccc2)CC1)c1cccc2c1OCCO2, Cl. As a reaction SMILES: [CH2:1]([c:2]1[cH:3][cH:4][cH:5][cH:6][cH:7]1)[N:8]1[CH2:9][CH2:10][CH:11]([NH2:14])[CH2:12][CH2:13]1.[CH:28]([Cl:29])([Cl:30])[Cl:31].[O:15]1[CH2:16][CH2:17][O:18][c:19]2[c:20]1[cH:21][cH:22][cH:23][c:24]2[C:25](=[O:26])[Cl:27]>>[CH2:1]([c:2]1[cH:3][cH:4][cH:5][cH:6][cH:7]1)[N:8]1[CH2:9][CH2:10][CH:11]([NH:14][C:25]([c:24]2[c:19]3[c:20]([cH:21][cH:22][cH:23]2)[O:15][CH2:16][CH2:17][O:18]3)=[O:26])[CH2:12][CH2:13]1.[ClH:27]. The reactants are BrC1=C(C=C(C(=O)OC)C=C1)C(=O)OC (dimethyl 4-bromoisophthalate), C(CCC)N(CCCC)CCCC (tributylamine), FC1=CC=C(C=C)C=C1 (4-fluorostyrene), Cl (HCl). Reagents/catalysts: C1=CC=C(C=C1)P(C2=CC=CC=C2)C3=CC=CC=C3.C1=CC=C(C=C1)P(C2=CC=CC=C2)C3=CC=CC=C3.Cl[Pd]Cl (bis(triphenylphoshine)palladium(II)chloride). Run in O (water). Run at time 6 hour. Yields the product FC1=CC=C(C=C1)C=CC1=C(C=C(C(=O)OC)C=C1)C(=O)OC (methyl 4-[2-(4-fluorophenyl)ethenyl]-3-methoxycarbonylbenzoate). The yield is 90.1%. As a reaction SMILES: Br[C:2]1[CH:11]=[CH:10][C:5]([C:6]([O:8][CH3:9])=[O:7])=[CH:4][C:3]=1[C:12]([O:14][CH3:15])=[O:13].C(N(CCCC)CCCC)CCC.[F:29][C:30]1[CH:37]=[CH:36][C:33]([CH:34]=[CH2:35])=[CH:32][CH:31]=1.Cl>C1C=CC(P(C2C=CC=CC=2)C2C=CC=CC=2)=CC=1.C1C=CC(P(C2C=CC=CC=2)C2C=CC=CC=2)=CC=1.Cl[Pd]Cl.O>[F:29][C:30]1[CH:37]=[CH:36][C:33]([CH:34]=[CH:35][C:2]2[CH:11]=[CH:10][C:5]([C:6]([O:8][CH3:9])=[O:7])=[CH:4][C:3]=2[C:12]([O:14][CH3:15])=[O:13])=[CH:32][CH:31]=1 |f:4.5.6|. Reported procedure: A mixture of dimethyl 4-bromoisophthalate (54.75 g., 200.5 mmol), water (330 ml), tributylamine (55.63 g., 300.7 mmol), 4-fluorostyrene (55.63 g., 300.7 mmol) and bis(triphenylphoshine)palladium(II)chloride (2.81 g., 4.01 mmol) was heated at reflux with stirring under an inert atmosphere for 6 hours. The reaction was cooled to ambient temperature and acidified to pH 2 with 2M HCl (700 ml). The aqueous layer was removed and the residual solid washed with water (2 L), dissolved in dichloromethane ... The reactants are O=C(Cl)OCC(Cl)(Cl)Cl, Nc1nc2ccccc2[nH]1, C1CCOC1, O, c1ccncc1. Yields the product O=C(Nc1nc2ccccc2[nH]1)OCC(Cl)(Cl)Cl. RXN SMILES: [Cl:17][C:18](=[O:19])[O:20][CH2:21][C:22]([Cl:23])([Cl:24])[Cl:25].[NH2:1][c:2]1[n:3][c:4]2[cH:5][cH:6][cH:7][cH:8][c:9]2[nH:10]1.[O:27]1[CH2:28][CH2:29][CH2:30][CH2:31]1.[OH2:26].[cH:11]1[cH:12][cH:13][n:14][cH:15][cH:16]1>>[NH:1]([c:2]1[nH:3][c:4]2[cH:5][cH:6][cH:7][cH:8][c:9]2[n:10]1)[C:18](=[O:19])[O:20][CH2:21][C:22]([Cl:23])([Cl:24])[Cl:25]. Reactants: F[B-](F)(F)F, F[B-](F)(F)F, CC#N, F[n+]1ccccc1-c1cccc[n+]1F, O=C(OCc1ccccc1)N1CCC(c2ccc(O)cc2)C(O)C1. The product is O=C(OCc1ccccc1)N1CCC(c2ccc(O)c(F)c2)C(O)C1. RXN SMILES: [B-:25]([F:26])([F:27])([F:28])[F:29].[B-:30]([F:31])([F:32])([F:33])[F:34].[CH3:49][C:50]#[N:51].[F:35][n+:36]1[cH:37][cH:38][cH:39][cH:40][c:41]1-[c:42]1[cH:43][cH:44][cH:45][cH:46][n+:47]1[F:48].[OH:1][CH:2]1[CH2:3][N:4]([C:15](=[O:16])[O:17][CH2:18][c:19]2[cH:20][cH:21][cH:22][cH:23][cH:24]2)[CH2:5][CH2:6][CH:7]1[c:8]1[cH:9][cH:10][c:11]([OH:14])[cH:12][cH:13]1>>[OH:1][CH:2]1[CH2:3][N:4]([C:15](=[O:16])[O:17][CH2:18][c:19]2[cH:20][cH:21][cH:22][cH:23][cH:24]2)[CH2:5][CH2:6][CH:7]1[c:8]1[cH:9][cH:10][c:11]([OH:14])[c:12]([F:26])[cH:13]1. Starting materials: CC(=O)[O-], CC(=O)O, O=Cc1ccccc1F, CCC(=Cc1ccccc1F)[N+](=O)[O-], CCC[N+](=O)[O-], [NH4+], [Na+], O=C([O-])O. The product is CCC(=O)Cc1ccccc1F. RXN SMILES: [CH3:31][C:32](=[O:33])[O-:34].[CH3:40][C:41](=[O:42])[OH:43].[F:15][c:16]1[cH:17][cH:18][cH:20][cH:21][c:22]1[CH:23]=[O:19].[F:1][c:2]1[c:3]([CH:8]=[C:9]([CH2:10][CH3:11])[N+:12]([O-:13])=[O:14])[cH:4][cH:5][cH:6][cH:7]1.[N+:24]([CH2:25][CH2:26][CH3:27])([O-:28])=[O:29].[NH4+:30].[Na+:35].[OH:36][C:37](=[O:38])[O-:39]>>[F:1][c:2]1[c:3]([CH2:8][C:9]([CH2:10][CH3:11])=[O:19])[cH:4][cH:5][cH:6][cH:7]1. Reactants: C1(CCCCC1)P(C1=C(C=CC=C1)C1=C(C=C(C=C1C(C)C)C(C)C)C(C)C)C1CCCCC1 (dicyclohexyl(2′,4′,6′-triisopropylbiphenyl-2-yl)phosphine), C(CCC)[Sn](CCCC)(CCCC)C#N (tri-n-butyltin cyanide), ClC=1C=CC=C2C(=C(C(=NC12)C1=NC=CC(=C1)C)C)NC=1C(=NC=C(C1)N1CCOCC1)C=1C=NC=C(C1)OC (8-chloro-N-(5′-methoxy-5-morpholino-2,3′-bipyridin-3-yl)-3-methyl-2-(4-methylpyridin-2-yl)quinolin-4-amine). Reagents/catalysts: C=1C=CC(=CC1)/C=C/C(=O)/C=C/C2=CC=CC=C2.C=1C=CC(=CC1)/C=C/C(=O)/C=C/C2=CC=CC=C2.C=1C=CC(=CC1)/C=C/C(=O)/C=C/C2=CC=CC=C2.[Pd].[Pd] (Pd2dba3). Solvent: CN1C(CCC1)=O (1-methylpyrrolidin-2-one). Reaction conditions: temperature 100 celsius, time 21.5 hour. The product is COC=1C=C(C=NC1)C1=NC=C(C=C1NC1=C(C(=NC2=C(C=CC=C12)C#N)C1=NC=CC(=C1)C)C)N1CCOCC1 (4-(5′-Methoxy-5-morpholino-2,3′-bipyridin-3-ylamino)-3-methyl-2-(4-methylpyridin-2-yl)quinoline-8-carbonitrile). RXN SMILES: C1(P(C2CCCCC2)C2C=CC=CC=2C2C(C(C)C)=CC(C(C)C)=CC=2C(C)C)CCCCC1.C([Sn]([C:48]#[N:49])(CCCC)CCCC)CCC.Cl[C:51]1[CH:52]=[CH:53][CH:54]=[C:55]2[C:60]=1[N:59]=[C:58]([C:61]1[CH:66]=[C:65]([CH3:67])[CH:64]=[CH:63][N:62]=1)[C:57]([CH3:68])=[C:56]2[NH:69][C:70]1[C:71]([C:82]2[CH:83]=[N:84][CH:85]=[C:86]([O:88][CH3:89])[CH:87]=2)=[N:72][CH:73]=[C:74]([N:76]2[CH2:81][CH2:80][O:79][CH2:78][CH2:77]2)[CH:75]=1>CN1CCCC1=O.C1C=CC(/C=C/C(/C=C/C2C=CC=CC=2)=O)=CC=1.C1C=CC(/C=C/C(/C=C/C2C=CC=CC=2)=O)=CC=1.C1C=CC(/C=C/C(/C=C/C2C=CC=CC=2)=O)=CC=1.[Pd].[Pd]>[CH3:89][O:88][C:86]1[CH:87]=[C:82]([C:71]2[C:70]([NH:69][C:56]3[C:55]4[C:60](=[C:51]([C:48]#[N:49])[CH:52]=[CH:53][CH:54]=4)[N:59]=[C:58]([C:61]4[CH:66]=[C:65]([CH3:67])[CH:64]=[CH:63][N:62]=4)[C:57]=3[CH3:68])=[CH:75][C:74]([N:76]3[CH2:77][CH2:78][O:79][CH2:80][CH2:81]3)=[CH:73][N:72]=2)[CH:83]=[N:84][CH:85]=1 |f:4.5.6.7.8|. Procedure details: To a stirred solution of dicyclohexyl(2′,4′,6′-triisopropylbiphenyl-2-yl)phosphine (1.9 mg, 4.05 μmol), tri-n-butyltin cyanide (8.00 mg, 0.025 mmol), 8-chloro-N-(5′-methoxy-5-morpholino-2,3′-bipyridin-3-yl)-3-methyl-2-(4-methylpyridin-2-yl)quinolin-4-amine (0.014 g, 0.025 mmol) in 1-methylpyrrolidin-2-one (2.0 mL) was added Pd2dba3 (0.927 mg, 1.01 μmol). The reaction mixture was heated to 100° C. and stirred for 21.5 h. The crude product was filtered through a plug of alumina eluting with EtOAc.... The reactants are NC1=CC=C(OCC2CCN(CC2)C2=CC=NC=C2)C=C1 (4-[(4-aminophenoxy)methyl]-1-[4-pyridyl]piperidine), C(C)O (ethanol), CS(=O)(=O)Cl (methanesulphonyl chloride). Run in N1=CC=CC=C1 (pyridine). The product is N1=CC=C(C=C1)N1CCC(CC1)COC1=CC=C(C=C1)NS(=O)(=O)C (N-[4-([1-(4-Pyridyl)piperidin-4-yl]methoxy)phenyl]methanesulphonamide). The yield is 69.1%. RXN SMILES: [NH2:1][C:2]1[CH:21]=[CH:20][C:5]([O:6][CH2:7][CH:8]2[CH2:13][CH2:12][N:11]([C:14]3[CH:19]=[CH:18][N:17]=[CH:16][CH:15]=3)[CH2:10][CH2:9]2)=[CH:4][CH:3]=1.[CH3:22][S:23](Cl)(=[O:25])=[O:24].C(O)C>N1C=CC=CC=1>[N:17]1[CH:18]=[CH:19][C:14]([N:11]2[CH2:12][CH2:13][CH:8]([CH2:7][O:6][C:5]3[CH:4]=[CH:3][C:2]([NH:1][S:23]([CH3:22])(=[O:25])=[O:24])=[CH:21][CH:20]=3)[CH2:9][CH2:10]2)=[CH:15][CH:16]=1. Procedure: Treatment of 4-[(4-aminophenoxy)methyl]-1-[4-pyridyl]piperidine (see Preparation 4) (0.567 g) with methanesulphonyl chloride (0.263 g) in pyridine (18 ml) according to the method of Example 1 gave the title compound, (0.50 g), m.p. 214°-215° (from ethanol). Reactants: ClCCCl, CC(C)C(C(=O)O)N1Cc2ccnc3[nH]cc(c23)C1=O, CN(C)c1ccncc1, N#CC1(CF)CNC1, CN(C)C=O, On1nnc2ccccc21. Yields the product CC(C)C(C(=O)N1CC(C#N)(CF)C1)N1Cc2ccnc3[nH]cc(c23)C1=O. Reaction SMILES: [CH2:39]([Cl:40])[CH2:41][Cl:42].[CH3:1][CH:2]([CH:3]([C:4](=[O:5])[OH:6])[N:7]1[CH2:8][c:9]2[cH:10][cH:11][n:12][c:13]3[c:14]2[c:15]([cH:18][nH:19]3)[C:16]1=[O:17])[CH3:20].[CH3:43][N:44]([CH3:45])[c:46]1[cH:47][cH:48][n:49][cH:50][cH:51]1.[F:21][CH2:22][C:23]1([C:27]#[N:28])[CH2:24][NH:25][CH2:26]1.[O:52]=[CH:53][N:54]([CH3:55])[CH3:56].[OH:29][n:30]1[c:31]2[c:32]([cH:33][cH:34][cH:35][cH:36]2)[n:37][n:38]1>>[CH3:1][CH:2]([CH:3]([C:4](=[O:6])[N:25]1[CH2:24][C:23]([CH2:22][F:21])([C:27]#[N:28])[CH2:26]1)[N:7]1[CH2:8][c:9]2[cH:10][cH:11][n:12][c:13]3[c:14]2[c:15]([cH:18][nH:19]3)[C:16]1=[O:17])[CH3:20]. The reactants are CO, CCOC(C)=O, COC(=O)c1ccc(O)c([N+](=O)[O-])c1, [NH4+], O. The product is COC(=O)c1ccc(O)c(N)c1. As a reaction SMILES: [CH3:16][OH:17].[CH3:19][CH2:20][O:21][C:22](=[O:23])[CH3:24].[CH3:1][O:2][C:3]([c:4]1[cH:5][c:6]([N+:11]([O-:12])=[O:13])[c:7]([OH:10])[cH:8][cH:9]1)=[O:14].[NH4+:15].[OH2:18]>>[CH3:1][O:2][C:3]([c:4]1[cH:5][c:6]([NH2:11])[c:7]([OH:10])[cH:8][cH:9]1)=[O:14]. The reactants are CSC1=NN=CC=2N1C=CN2 (5-(methylthio)-imidazo[1,2-d]-as-triazine), CN1CCNCC1 (N-methylpiperazine). Yields the product CN1CCN(CC1)C1=NN=CC=2N1C=CN2 (5-(4-Methyl-1-piperazinyl)-imidazo[1,2-d]-as-triazine). Reaction SMILES: CS[C:3]1[N:8]2[CH:9]=[CH:10][N:11]=[C:7]2[CH:6]=[N:5][N:4]=1.[CH3:12][N:13]1[CH2:18][CH2:17][NH:16][CH2:15][CH2:14]1>>[CH3:12][N:13]1[CH2:18][CH2:17][N:16]([C:3]2[N:8]3[CH:9]=[CH:10][N:11]=[C:7]3[CH:6]=[N:5][N:4]=2)[CH2:15][CH2:14]1. Procedure details: A 5.0 gm. portion of 5-(methylthio)-imidazo[1,2-d]-as-triazine is combined with 45 ml. of N-methylpiperazine and refluxed for 5 hours. The reaction mixture is evaporated giving a brown oil. This oil is triturated four times with 30 ml. portions of hot benzene. The combined benzene solutions are treated with charcoal, evaporated to 75 ml., retreated with charcoal, cooled and filtered, giving 1.0 gm. of the desired product, m.p. 176°-178° C. This base forms non-toxic acid-addition salts with a var...